describe an organic reaction: reactants, conditions, products, and yield From a dataset of the Open Reaction Database (ORD), a public repository of structured organic reaction records. The reactants are C(C)(C)(C)N[C@H]1C[C@H]([C@H](CC1)NC(CNC(OCC1=CC=CC=C1)=O)=O)CO (benzyl 2-((1S,2R,4R)-4-(tert-butylamino)-2-(hydroxymethyl)cyclohexylamino)-2-oxoethylcarbamate). The reagents and catalysts are [Pd] (Pd/C). Run in CO (MeOH). The product is NCC(=O)N[C@@H]1[C@@H](C[C@@H](CC1)NC(C)(C)C)CO (2-amino-N-((1S,2R,4R)-4-(tert-butylamino)-2-(hydroxymethyl)cyclohexyl)acetamide). Reaction SMILES: [C:1]([NH:5][C@@H:6]1[CH2:11][CH2:10][C@H:9]([NH:12][C:13](=[O:26])[CH2:14][NH:15]C(=O)OCC2C=CC=CC=2)[C@H:8]([CH2:27][OH:28])[CH2:7]1)([CH3:4])([CH3:3])[CH3:2]>CO.[Pd]>[NH2:15][CH2:14][C:13]([NH:12][C@H:9]1[CH2:10][CH2:11][C@@H:6]([NH:5][C:1]([CH3:2])([CH3:3])[CH3:4])[CH2:7][C@H:8]1[CH2:27][OH:28])=[O:26]. Procedure details: A solution of benzyl 2-((1S,2R,4R)-4-(tert-butylamino)-2-(hydroxymethyl)cyclohexylamino)-2-oxoethylcarbamate (4.0 g, 0.01 mol), in 30 mL of MeOH was treated with 0.5 g of 10% Pd/C and hydrogenated overnight at 55 psi. The mixture was filtered through Celite and concentrated on a rotary evaporator to give 2-amino-N-((1S,2R,4R)-4-(tert-butylamino)-2-(hydroxymethyl)cyclohexyl)acetamide as a white solid. This was used without further purification. Reactants: ClC=1C=C(C(=O)N)C=C(C1Cl)Cl (3,4,5-trichlorobenzamide), ClC1=CC=C(C=C1)[S-].[K+] (potassium 4-chlorothiophenolate), ice water. Run in CN(C=O)C (dimethylformamide). The product is ClC1=CC=C(C=C1)SC1=C(C=C(C(=O)N)C=C1Cl)Cl (4-(4-chlorophenylthio)-3,5-dichlorobenzamide). Yield: 57.4%. RXN SMILES: [Cl:1][C:2]1[CH:3]=[C:4]([CH:8]=[C:9]([Cl:12])[C:10]=1Cl)[C:5]([NH2:7])=[O:6].[Cl:13][C:14]1[CH:19]=[CH:18][C:17]([S-:20])=[CH:16][CH:15]=1.[K+]>CN(C)C=O>[Cl:13][C:14]1[CH:19]=[CH:18][C:17]([S:20][C:10]2[C:9]([Cl:12])=[CH:8][C:4]([C:5]([NH2:7])=[O:6])=[CH:3][C:2]=2[Cl:1])=[CH:16][CH:15]=1 |f:1.2|. Procedure: A solution of 3,4,5-trichlorobenzamide (25.0 g, 111 mmol) and potassium 4-chlorothiophenolate (29.0 g, 159 mmol) in dimethylformamide (220 ml) was stirred for 3 days at ambient temperature under nitrogen atmosphere, poured into ice water (2.2 L), and filtered. The solid was washed with water, partially dried under vacuum, suspended in diethyl ether (200 ml), filtered, and washed with diethyl ether (2×75 ml). The residue was triturated with diethyl ether (75 ml), filtered, again triturated with d...